The task is: describe an organic reaction: reactants, conditions, products, and yield. This data is from the Open Reaction Database (ORD), a public repository of structured organic reaction records. The reactants are C([O-])(O)=O.[Na+] (sodium bicarbonate), Br.OC1=C(C=CC=C1N)C=1SC(=C(N1)C(=O)O)C (2-(2-hydroxy-3-amino-phenyl)-5-methyl-thiazole-4-carboxylic acid hydrobromide), C1CCC2=CC(=CC=C12)N1N=C(CC1=O)C (2-indan-5-yl-5-methyl-2,4-dihydro-pyrazol-3-one), N(=O)[O-].[Na+] (sodium nitrite). Solvent: Cl (hydrochloric acid). Run at time 20 minute. Product: OC1=C(C=CC=C1NN=C1C(=NN(C1=O)C=1C=C2CCCC2=CC1)C)C=1SC(=C(N1)C(=O)O)C (2-{2-hydroxy-3-[N′-(1-indan-5-yl-3-methyl-5-oxo-1,5-dihydro-pyrazol-4-ylidene)-hydrazino]-phenyl}-5-methyl-thiazole-4-carboxylic acid). Isolated yield 75.4%. As a reaction SMILES: Br.[OH:2][C:3]1[C:8]([NH2:9])=[CH:7][CH:6]=[CH:5][C:4]=1[C:10]1[S:11][C:12]([CH3:18])=[C:13]([C:15]([OH:17])=[O:16])[N:14]=1.[N:19]([O-])=O.[Na+].[CH2:23]1[C:31]2[C:26](=[CH:27][C:28]([N:32]3[C:36](=[O:37])[CH2:35][C:34]([CH3:38])=[N:33]3)=[CH:29][CH:30]=2)[CH2:25][CH2:24]1.C(=O)(O)[O-].[Na+]>Cl>[OH:2][C:3]1[C:8]([NH:9][N:19]=[C:35]2[C:36](=[O:37])[N:32]([C:28]3[CH:27]=[C:26]4[C:31](=[CH:30][CH:29]=3)[CH2:23][CH2:24][CH2:25]4)[N:33]=[C:34]2[CH3:38])=[CH:7][CH:6]=[CH:5][C:4]=1[C:10]1[S:11][C:12]([CH3:18])=[C:13]([C:15]([OH:17])=[O:16])[N:14]=1 |f:0.1,2.3,5.6|. Reported procedure: 2-(2-Hydroxy-3-amino-phenyl)-5-methyl-thiazole-4-carboxylic acid hydrobromide 47c (200 mg, 0.60 mmol) was dissolved in 2 mL of hydrochloric acid (1 N) upon cooling by an ice-water bath, followed by dropwise addition of 0.82 mL of aqueous sodium nitrite (46 mg, 0.66 mmol). After the mixture was stirred for 20 minutes, 2-indan-5-yl-5-methyl-2,4-dihydro-pyrazol-3-one 1i (116 mg, 0.544 mmol) was added. The mixture was adjusted to pH 8˜9 by batch addition of saturated aqueous sodium bicarbonate (781 ... Starting materials: C(#N)C=1C=C(C=2CCCC2C1)C(=O)N(C)C[C@@H](CC=C)C1=CC=C(C=C1)F (6-cyano-N-[(2S)-2-(4-fluorophenyl)pent-4-en-1-yl]-N-methylindane-4-carboxamide), ClC=1C=C(C(=O)N(C)C[C@@H](CC=C)C2=CC=C(C=C2)F)C=C(C1)Cl (3,5-dichloro-N-[(2S)-2-(4-fluorophenyl)pent-4-en-1-yl]-N-methylbenzamide). The product is C(#N)C=1C=C(C=2CCCC2C1)C(=O)N(C)C[C@@H](CC=O)C1=CC=C(C=C1)F (6-Cyano-N-[(2S)-2-(4-fluorophenyl)-4-oxobutyl]-N-methylindane-4-carboxamide). As a reaction SMILES: [C:1]([C:3]1[CH:4]=[C:5]([C:12]([N:14]([CH2:16][C@H:17]([C:21]2[CH:26]=[CH:25][C:24]([F:27])=[CH:23][CH:22]=2)[CH2:18][CH:19]=C)[CH3:15])=[O:13])[C:6]2[CH2:7][CH2:8][CH2:9][C:10]=2[CH:11]=1)#[N:2].ClC1C=C(C=C(Cl)C=1)C(N(C[C@H](C1C=CC(F)=CC=1)CC=C)C)=[O:33]>>[C:1]([C:3]1[CH:4]=[C:5]([C:12]([N:14]([CH2:16][C@H:17]([C:21]2[CH:26]=[CH:25][C:24]([F:27])=[CH:23][CH:22]=2)[CH2:18][CH:19]=[O:33])[CH3:15])=[O:13])[C:6]2[CH2:7][CH2:8][CH2:9][C:10]=2[CH:11]=1)#[N:2]. Procedure details: The compound was synthesized in an analogous way to that of Method 21b but using 6-cyano-N-[(2S)-2-(4-fluorophenyl)pent-4-en-1-yl]-N-methylindane-4-carboxamide rather than 3,5-dichloro-N-[(2S)-2-(4-fluorophenyl)pent-4-en-1-yl]-N-methylbenzamide (yield, 89%). 1H NMR (300 MHz, CDCl3): 0.9-4.2 (cm, 14H), 5.9 (s, <1H), 6.6-8.2 (cm, 6H), 8.0 (s, <1H), 9.8 (s, 1H). Reaction SMILES: [OH-].[K+].CC1C=CC(S([O:13][C:14]2[CH:19]=[CH:18][CH:17]=[CH:16][C:15]=2[NH:20][C:21]([C:23]2[C:24]3[CH:25]=[CH:26][NH:27][C:28]=3[CH:29]=[CH:30][CH:31]=2)=[O:22])(=O)=O)=CC=1.O.Cl>C(O)C>[OH:13][C:14]1[CH:19]=[CH:18][CH:17]=[CH:16][C:15]=1[NH:20][C:21]([C:23]1[C:24]2[CH:25]=[CH:26][NH:27][C:28]=2[CH:29]=[CH:30][CH:31]=1)=[O:22] |f:0.1|. Product: OC1=C(C=CC=C1)NC(=O)C=1C=2C=CNC2C=CC1 (N-(2-hydroxyphenyl)-1H-indol-4-carboxamide). Starting materials: solution, [OH-].[K+] (potassium hydroxide), CC1=CC=C(C=C1)S(=O)(=O)OC1=C(C=CC=C1)NC(=O)C=1C=2C=CNC2C=CC1 (N-[2-[(4-methylphenyl)sulfonyloxy]phenyl]-1H-indol-4-carboxamide), O (water), Cl (hydrochloric acid). The solvent is C(C)O (ethanol), C(C)O (ethanol). Procedure: 250 ml of a solution of potassium hydroxide in ethanol at 10 g per 100 ml were added to a suspension of 25 g of N-[2-[(4-methylphenyl)sulfonyloxy]phenyl]-1H-indol-4-carboxamide in 50 ml of ethanol at 95° C. with stirring under an inert atmosphere and the mixture was stirred for 21 hours. 1 liter of iced water was added, and the mixture was acidified with a concentrated aqueous solution of hydrochloric acid, followed by stirring for a further 15 minutes, filtering, drying and triturating at reflu...